This data is from the Open Reaction Database (ORD), a public repository of structured organic reaction records. The task is: describe an organic reaction: reactants, conditions, products, and yield Product: CC(C#N)(Cc1c[nH]cn1)c1ccccc1. RXN SMILES: [CH3:21][N:22]([CH3:23])[CH:24]=[O:25].[Cl:14][CH2:15][c:16]1[n:17][cH:18][nH:19][cH:20]1.[ClH:13].[H-:11].[Na+:12].[c:1]1([CH:7]([C:8]#[N:9])[CH3:10])[cH:2][cH:3][cH:4][cH:5][cH:6]1>>[c:1]1([C:7]([C:8]#[N:9])([CH3:10])[CH2:15][c:16]2[n:17][cH:18][nH:19][cH:20]2)[cH:2][cH:3][cH:4][cH:5][cH:6]1. The reactants are CN(C)C=O, ClCc1c[nH]cn1, Cl, [H-], [Na+], CC(C#N)c1ccccc1. The reactants are CNC=1C(=CC=C(C1)[N+](=O)[O-])N (N1-methyl-5-nitrobenzene-1,2-diamine), FC(C(=O)O)(F)F (trifluoroacetic acid), C([O-])(O)=O (bicarbonate). Reagents/catalysts: Cl (HCl). The solvent is C(Cl)Cl (DCM). Conditions: temperature 70 celsius. The product is CN1C(=NC2=C1C=C(C=C2)[N+](=O)[O-])C(F)(F)F (1-methyl-6-nitro-2-(trifluoromethyl)-1H-benzo[d]imidazole). The yield is 20.4%. Reaction SMILES: [CH3:1][NH:2][C:3]1[C:4]([NH2:12])=[CH:5][CH:6]=[C:7]([N+:9]([O-:11])=[O:10])[CH:8]=1.[F:13][C:14]([F:19])([F:18])[C:15](O)=O.C(=O)(O)[O-]>Cl.C(Cl)Cl>[CH3:1][N:2]1[C:3]2[CH:8]=[C:7]([N+:9]([O-:11])=[O:10])[CH:6]=[CH:5][C:4]=2[N:12]=[C:15]1[C:14]([F:19])([F:18])[F:13]. Reported procedure: A 250 ml round bottomed flask was charged with N1-methyl-5-nitrobenzene-1,2-diamine (29 g, 0.16 mol), trifluoroacetic acid (22 ml, 0.24 mol) and a few drops of concentrated HCl. A minimum amount of DCM (˜20 ml) was added so that the solid mixture was stirring. The reaction mixture was heated to 70° C. for 12 hours forming a dark brown liquid. The reaction mixture was allowed to cool to room temperature, basified by the slow addition of saturated bicarbonate solution, and extracted into ethyl ace... Starting materials: CC=1OC(=CC1C=O)C1=CC=CC=C1 (2-methyl-5-phenylfuran-3-carbaldehyde), C1(CCCC1)[Mg]Br.O1CCCC1 (cyclopentylmagnesium bromide tetrahydrofuran), O (water), Cl (hydrochloric acid). Run in O1CCCC1 (tetrahydrofuran). Run at temperature 0 celsius, time 1 hour. Yields the product C1(CCCC1)C(O)C1=C(OC(=C1)C1=CC=CC=C1)C (cyclopentyl(2-methyl-5-phenylfuran-3-yl)methanol). The yield is 50.0%. As a reaction SMILES: [CH3:1][C:2]1[O:3][C:4]([C:9]2[CH:14]=[CH:13][CH:12]=[CH:11][CH:10]=2)=[CH:5][C:6]=1[CH:7]=[O:8].[CH:15]1([Mg]Br)[CH2:19][CH2:18][CH2:17][CH2:16]1.O1CCCC1.Cl.O>O1CCCC1>[CH:15]1([CH:7]([C:6]2[CH:5]=[C:4]([C:9]3[CH:14]=[CH:13][CH:12]=[CH:11][CH:10]=3)[O:3][C:2]=2[CH3:1])[OH:8])[CH2:19][CH2:18][CH2:17][CH2:16]1 |f:1.2|. Procedure details: To a solution of 2-methyl-5-phenylfuran-3-carbaldehyde (1.3 g) in tetrahydrofuran (30 mL) was added dropwise 1N cyclopentylmagnesium bromide-tetrahydrofuran solution (10.5 mL) at 0° C. and, after the completion of the dropwise addition, the mixture was stirred at 0° C. for 1 hr. The reaction mixture was treated with 1N hydrochloric acid, poured into water, and the mixture was extracted with ethyl acetate. The organic layer was washed with saturated brine, and dried over magnesium sulfate. The so... Reactants: FC(C1=NN=C(O1)N)(F)F (5-trifluoromethyl[1,3,4]oxadiazol-2-ylamine), C1(=CC=CC=C1)C(C(=O)Cl)C1=CC=CC=C1 (2,2-diphenylacetic acid chloride). Yields the product FC(C1=NN=C(O1)NC(C(C1=CC=CC=C1)C1=CC=CC=C1)=O)(F)F (N-(5-Trifluoromethyl-[1,3,4]oxadiazol-2-yl)-2,2-diphenyl-acetamide). As a reaction SMILES: [F:1][C:2]([F:10])([F:9])[C:3]1[O:7][C:6]([NH2:8])=[N:5][N:4]=1.[C:11]1([CH:17]([C:21]2[CH:26]=[CH:25][CH:24]=[CH:23][CH:22]=2)[C:18](Cl)=[O:19])[CH:16]=[CH:15][CH:14]=[CH:13][CH:12]=1>>[F:1][C:2]([F:10])([F:9])[C:3]1[O:7][C:6]([NH:8][C:18](=[O:19])[CH:17]([C:11]2[CH:16]=[CH:15][CH:14]=[CH:13][CH:12]=2)[C:21]2[CH:26]=[CH:25][CH:24]=[CH:23][CH:22]=2)=[N:5][N:4]=1. Procedure details: The title compound, white solid, m.p. 149-150° C. and MS: m/e=347.2 (M+) was prepared in accordance with the general method of example 44a from 5-trifluoromethyl[1,3,4]oxadiazol-2-ylamine and 2,2-diphenylacetic acid chloride.